This data is from the Open Reaction Database (ORD), a public repository of structured organic reaction records. The task is: describe an organic reaction: reactants, conditions, products, and yield Reactants: C(C1=CC=CC=C1)OC=1C=C2C(C(COC2=CC1)Br)=O (6-benzyloxy-3-bromo-4-chromanone), OC=1C=C(C(=O)OC)C=CC1 (methyl 3-hydroxybenzoate). Yields the product C(C1=CC=CC=C1)OC=1C=C2C(C(COC2=CC1)OC1=CC(=CC=C1)C(=O)OC)=O (6-Benzyloxy-3-(3-(methoxycarbonyl)phenoxy)-4-chromanone). As a reaction SMILES: [CH2:1]([O:8][C:9]1[CH:10]=[C:11]2[C:16](=[CH:17][CH:18]=1)[O:15][CH2:14][CH:13](Br)[C:12]2=[O:20])[C:2]1[CH:7]=[CH:6][CH:5]=[CH:4][CH:3]=1.[OH:21][C:22]1[CH:23]=[C:24]([CH:29]=[CH:30][CH:31]=1)[C:25]([O:27][CH3:28])=[O:26]>>[CH2:1]([O:8][C:9]1[CH:10]=[C:11]2[C:16](=[CH:17][CH:18]=1)[O:15][CH2:14][CH:13]([O:21][C:22]1[CH:31]=[CH:30][CH:29]=[C:24]([C:25]([O:27][CH3:28])=[O:26])[CH:23]=1)[C:12]2=[O:20])[C:2]1[CH:7]=[CH:6][CH:5]=[CH:4][CH:3]=1. Procedure details: By the method of Example 72, 6-benzyloxy-3-bromo-4-chromanone (49.9 g, 0.15 mol) and methyl 3-hydroxybenzoate (22.8 g, 0.15 mol) were converted to present title product purified by chromatography on silica gel using CH2Cl2 as eluant, 2.19 g; tlc Rf 0.22 (CH2Cl2).